From a dataset of the Open Reaction Database (ORD), a public repository of structured organic reaction records. describe an organic reaction: reactants, conditions, products, and yield Starting materials: C(#CCCCCCCCC)C1=CC=C(CNC2=CC3=C(OC(OC3=O)(C)C)C=C2)C=C1 (6-[(4-dec-1-ynylbenzyl)amino]-2,2-dimethyl-4H-1,3-benzodioxin-4-one), FC(C=1C=C(C=CC1)/C=C/C(=O)Cl)(F)F ((2E)-3-[3-(trifluoromethyl)phenyl]acryloyl chloride). The product is C(#CCCCCCCCC)C1=CC=C(CN(C(\C=C\C2=CC(=CC=C2)C(F)(F)F)=O)C2=CC3=C(OC(OC3=O)(C)C)C=C2)C=C1 ((2E)-N-(4-dec-1-ynylbenyl)-N-(2,2-dimethyl-4-oxo-4H-1,3-benzodioxin-6-yl)-3-[3-(trifluoromethyl)phenyl]acrylamide). RXN SMILES: [C:1]([C:11]1[CH:31]=[CH:30][C:14]([CH2:15][NH:16][C:17]2[CH:29]=[CH:28][C:20]3[O:21][C:22]([CH3:27])([CH3:26])[O:23][C:24](=[O:25])[C:19]=3[CH:18]=2)=[CH:13][CH:12]=1)#[C:2][CH2:3][CH2:4][CH2:5][CH2:6][CH2:7][CH2:8][CH2:9][CH3:10].[F:32][C:33]([F:46])([F:45])[C:34]1[CH:35]=[C:36](/[CH:40]=[CH:41]/[C:42](Cl)=[O:43])[CH:37]=[CH:38][CH:39]=1>>[C:1]([C:11]1[CH:31]=[CH:30][C:14]([CH2:15][N:16]([C:17]2[CH:29]=[CH:28][C:20]3[O:21][C:22]([CH3:26])([CH3:27])[O:23][C:24](=[O:25])[C:19]=3[CH:18]=2)[C:42](=[O:43])/[CH:41]=[CH:40]/[C:36]2[CH:37]=[CH:38][CH:39]=[C:34]([C:33]([F:45])([F:46])[F:32])[CH:35]=2)=[CH:13][CH:12]=1)#[C:2][CH2:3][CH2:4][CH2:5][CH2:6][CH2:7][CH2:8][CH2:9][CH3:10]. Procedure details: The title compound was prepared following the procedure E using 6-[(4-dec-1-ynylbenzyl)amino]-2,2-dimethyl-4H-1,3-benzodioxin-4-one and (2E)-3-[3-(trifluoromethyl)phenyl]acryloyl chloride. HPLC, Rt: 6.6 min (purity: 87.4%).